Dataset: the Open Reaction Database (ORD), a public repository of structured organic reaction records. Task: describe an organic reaction: reactants, conditions, products, and yield The reactants are CN=C=O, ClCCl, COc1cc2ncnc(Nc3cccc(Cl)c3F)c2cc1OC1CCNCC1. Product: CNC(=O)N1CCC(Oc2cc3c(Nc4cccc(Cl)c4F)ncnc3cc2OC)CC1. RXN SMILES: [CH3:1][N:2]=[C:3]=[O:4].[Cl:33][CH2:34][Cl:35].[Cl:5][c:6]1[c:7]([F:32])[c:8]([NH:9][c:10]2[n:11][cH:12][n:13][c:14]3[cH:15][c:16]([O:27][CH3:28])[c:17]([O:20][CH:21]4[CH2:22][CH2:23][NH:24][CH2:25][CH2:26]4)[cH:18][c:19]23)[cH:29][cH:30][cH:31]1>>[CH3:1][NH:2][C:3](=[O:4])[N:24]1[CH2:23][CH2:22][CH:21]([O:20][c:17]2[c:16]([O:27][CH3:28])[cH:15][c:14]3[n:13][cH:12][n:11][c:10]([NH:9][c:8]4[c:7]([F:32])[c:6]([Cl:5])[cH:31][cH:30][cH:29]4)[c:19]3[cH:18]2)[CH2:26][CH2:25]1. The reactants are Cc1ccc(C=O)cc1, Cl, NNc1ccc(S(N)(=O)=O)cc1. Product: Cc1ccc(C=NNc2ccc(S(N)(=O)=O)cc2)cc1. RXN SMILES: [CH3:1][c:2]1[cH:3][cH:4][c:5]([CH:6]=[O:7])[cH:8][cH:9]1.[ClH:10].[S:11]([NH2:12])(=[O:13])(=[O:14])[c:15]1[cH:16][cH:17][c:18]([NH:21][NH2:22])[cH:19][cH:20]1>>[CH3:1][c:2]1[cH:3][cH:4][c:5]([CH:6]=[N:22][NH:21][c:18]2[cH:17][cH:16][c:15]([S:11]([NH2:12])(=[O:13])=[O:14])[cH:20][cH:19]2)[cH:8][cH:9]1. Reactants: NC1=NN(C(=C1C#N)SC)C (3-amino-4-cyano-1-methyl-5-methylmercaptopyrazole), [OH-].[Na+] (sodium hydroxide), P(=O)(O)(O)[O-].[Na+] (sodium dihydrogen phosphate). Conditions: temperature 50 celsius. Product: NC1=NN(C(=C1)SC)C (3-Amino-1-methyl-5-methylmercaptopyrazole). As a reaction SMILES: [NH2:1][C:2]1[C:6](C#N)=[C:5]([S:9][CH3:10])[N:4]([CH3:11])[N:3]=1.[OH-].[Na+].P([O-])(O)(O)=O.[Na+]>>[NH2:1][C:2]1[CH:6]=[C:5]([S:9][CH3:10])[N:4]([CH3:11])[N:3]=1 |f:1.2,3.4|. Reported procedure: 5.55 g (33.0 mmol) of 3-amino-4-cyano-1-methyl-5-methylmercaptopyrazole are heated to the boil with 50 ml of 32% strength aqueous sodium hydroxide solution for 24 hours. The reaction mixture is cooled, made slightly acidic with sodium dihydrogen phosphate solution, heated at 50° C. for 8 hours and subsequently extracted with ethyl acetate. The organic phase is dried over sodium sulfate, concentrated and purified by column chromatography (silica gel, hexane/ethyl acetate). Reactants: [Br-].S(=O)(=O)(C(F)(F)F)C1=CC=C(C[P+](C2=CC=CC=C2)(C2=CC=CC=C2)C2=CC=CC=C2)C=C1 (4-triflylbenzyltriphenylphosphonium bromide), [Li]CCCC (n-BuLi), OCCCCN(CCCC)C1=CC=C(C=CC=O)C=C1 (4[N-4-hydroxybutyl-N-butylamino]cinnamaldehyde), O (Water). The solvent is C1(=CC=CC=C1)C (toluene), C1(=CC=CC=C1)C (toluene). Reaction conditions: time 18 hour. The product is OCCCCN(CCCC)C(=CC=CC1=CC=CC=C1)C1=CC=C(C=C1)S(=O)(=O)C(F)(F)F (4-(N-4-hydroxybutyl-N-butylamino)-4'-triflyl 1,4-diphenyl-1,3-butadiene). RXN SMILES: [Br-].[S:2]([C:9]1[CH:34]=[CH:33][C:12]([CH2:13][P+](C2C=CC=CC=2)(C2C=CC=CC=2)C2C=CC=CC=2)=[CH:11][CH:10]=1)([C:5]([F:8])([F:7])[F:6])(=[O:4])=[O:3].[Li][CH2:36][CH2:37][CH2:38][CH3:39].[OH:40][CH2:41][CH2:42][CH2:43][CH2:44][N:45](C1C=CC(C=CC=O)=CC=1)[CH2:46][CH2:47][CH2:48][CH3:49].O>C1(C)C=CC=CC=1>[OH:40][CH2:41][CH2:42][CH2:43][CH2:44][N:45]([C:13]([C:12]1[CH:11]=[CH:10][C:9]([S:2]([C:5]([F:6])([F:7])[F:8])(=[O:3])=[O:4])=[CH:34][CH:33]=1)=[CH:39][CH:38]=[CH:37][C:36]1[CH:33]=[CH:34][CH:9]=[CH:10][CH:11]=1)[CH2:46][CH2:47][CH2:48][CH3:49] |f:0.1|. Reported procedure: To a stirred solution of 110 g (0.2 mole) of 4-triflylbenzyltriphenylphosphonium bromide in toluene is added dropwise 0.2 moles of n-BuLi at room temperature. After 2 hours a solution of 27.5 g (0.1 mole) of 4[N-4-hydroxybutyl-N-butylamino]cinnamaldehyde in toluene is added dropwise to the mixture, and the reaction is stirred for 18 hours at room temperature. Water is added, and compound C is isolated by vacuum filtration, washed with 60% ethanol/water, dried under vacuum, and purified by recrys...